From a dataset of the Open Reaction Database (ORD), a public repository of structured organic reaction records. describe an organic reaction: reactants, conditions, products, and yield Reactants: CC(=O)CNC(=O)C(C)NC(=O)OC(C)(C)C, ClCCl, O=C(O)C(F)(F)F. Product: CC1CNC(=O)C(C)N1. RXN SMILES: [C:1]([O:2][C:3](=[O:4])[NH:7][CH:8]([CH3:9])[C:10]([NH:11][CH2:12][C:13](=[O:5])[CH3:14])=[O:16])([CH3:6])([CH3:15])[CH3:17].[CH2:25]([Cl:26])[Cl:27].[OH:18][C:19]([C:20]([F:21])([F:22])[F:23])=[O:24]>>[NH:7]1[CH:8]([CH3:9])[C:10](=[O:16])[NH:11][CH2:12][CH:13]1[CH3:14]. The reactants are OCCNC(=O)C1=CN=C(S1)OC=1C=C2CC[C@H](OC2=CC1)C1=C(C=CC=C1)C (2-((S)-2-o-tolyl-chroman-6-yloxy)-thiazole-5-carboxylic acid (2-hydroxy-ethyl)-amide), N1N=NN=C1 (tetrazole), C(C1=CC=CC=C1)OP(OCC1=CC=CC=C1)N(C(C)C)C(C)C (dibenzyl-N,N-diisopropylphosphoramidite), ClC1=CC(=CC=C1)C(=O)OO (3-chloro-perbenzoic acid). The solvent is ClCCl (dichloromethane), C(C)#N (acetonitrile), ClCCl (dichloromethane). Conditions: temperature 0 celsius, time 70 minute. Yields the product C1(=C(C=CC=C1)[C@H]1OC2=CC=C(C=C2CC1)OC=1SC(=CN1)C(=O)NCCOP(OCC1=CC=CC=C1)(OCC1=CC=CC=C1)=O)C (Phosphoric acid dibenzyl ester 2-{[2-((S)-2-o-tolyl-chroman-6-yloxy)-thiazole-5-carbonyl]-amino}-ethyl ester), oil. Yield: 80.0%. RXN SMILES: [OH:1][CH2:2][CH2:3][NH:4][C:5]([C:7]1[S:11][C:10]([O:12][C:13]2[CH:14]=[C:15]3[C:20](=[CH:21][CH:22]=2)[O:19][C@H:18]([C:23]2[CH:28]=[CH:27][CH:26]=[CH:25][C:24]=2[CH3:29])[CH2:17][CH2:16]3)=[N:9][CH:8]=1)=[O:6].N1C=NN=N1.[CH2:35]([O:42][P:43](N(C(C)C)C(C)C)[O:44][CH2:45][C:46]1[CH:51]=[CH:50][CH:49]=[CH:48][CH:47]=1)[C:36]1[CH:41]=[CH:40][CH:39]=[CH:38][CH:37]=1.ClC1C=CC=C(C(OO)=[O:67])C=1>ClCCl.C(#N)C>[C:24]1([CH3:29])[CH:25]=[CH:26][CH:27]=[CH:28][C:23]=1[C@@H:18]1[CH2:17][CH2:16][C:15]2[C:20](=[CH:21][CH:22]=[C:13]([O:12][C:10]3[S:11][C:7]([C:5]([NH:4][CH2:3][CH2:2][O:1][P:43](=[O:67])([O:42][CH2:35][C:36]4[CH:37]=[CH:38][CH:39]=[CH:40][CH:41]=4)[O:44][CH2:45][C:46]4[CH:47]=[CH:48][CH:49]=[CH:50][CH:51]=4)=[O:6])=[CH:8][N:9]=3)[CH:14]=2)[O:19]1. Procedure details: To a suspension of 2-((S)-2-o-tolyl-chroman-6-yloxy)-thiazole-5-carboxylic acid (2-hydroxy-ethyl)-amide (1 g, 2.44 mmol) and tetrazole (222 mg, 3.17 mmol, 1.3 eq) in dichloromethane (14 ml) and acetonitrile (14 ml) at 0° C., dibenzyl-N,N-diisopropylphosphoramidite (1.01 g, 2.92 mmol, 1.2 eq) was added and the mixture stirred at 0° C. for 70 min. To the resulting solution 3-chloro-perbenzoic acid (65%, 776 mg, 2.92 mmol, 1.2 eq) was added in one portion and vigorous stirring at 0° C. was continue... Reactants: CC(C)(C)OC(=O)CNC(=O)C1=C(O)c2ccc(Cl)cc2C(C)(C)C1=O, O=C(O)C(F)(F)F, O. The product is CC1(C)C(=O)C(C(=O)NCC(=O)O)=C(O)c2ccc(Cl)cc21. Reaction SMILES: [Cl:1][c:2]1[cH:3][cH:4][c:5]2[c:10]([cH:11]1)[C:9]([CH3:12])([CH3:13])[C:8](=[O:14])[C:7]([C:15](=[O:16])[NH:17][CH2:18][C:19](=[O:20])[O:21][C:22]([CH3:23])([CH3:24])[CH3:25])=[C:6]2[OH:26].[F:27][C:28]([F:29])([F:30])[C:31]([OH:32])=[O:33].[OH2:34]>>[Cl:1][c:2]1[cH:3][cH:4][c:5]2[c:10]([cH:11]1)[C:9]([CH3:12])([CH3:13])[C:8](=[O:14])[C:7]([C:15](=[O:16])[NH:17][CH2:18][C:19](=[O:20])[OH:21])=[C:6]2[OH:26]. Product: C(C)OC(CC1(CC1)C1=CC=C(C=C1)C1=CC=C(C=C1)C1=C(C(=NO1)C)C(C\C=C\C1=CC=C(C=C1)OC1=CC=CC=C1)O)=O ([1-(4′-{4-[(E)-1-Hydroxy-4-(4-phenoxy-phenyl)-but-3-enyl]-3-methyl-isoxazol-5-yl}-biphenyl-4-yl)-cyclopropyl]-acetic acid ethyl ester). Procedure details: Prepared according to the procedure described in Example 28, Step 1, using (E)-1-[5-(4-bromo-phenyl)-3-methyl-isoxazol-4-yl]-4-(4-phenoxy-phenyl)-but-3-en-1-ol and {1-[4-(4,4,5,5-tetramethyl-[1,3,2]dioxaborolan-2-yl)-phenyl]-cyclopropyl}-acetic acid ethyl ester. As a reaction SMILES: Br[C:2]1[CH:7]=[CH:6][C:5]([C:8]2[O:12][N:11]=[C:10]([CH3:13])[C:9]=2[CH:14]([OH:31])[CH2:15]/[CH:16]=[CH:17]/[C:18]2[CH:23]=[CH:22][C:21]([O:24][C:25]3[CH:30]=[CH:29][CH:28]=[CH:27][CH:26]=3)=[CH:20][CH:19]=2)=[CH:4][CH:3]=1.[CH2:32]([O:34][C:35](=[O:55])[CH2:36][C:37]1([C:40]2[CH:45]=[CH:44][C:43](B3OC(C)(C)C(C)(C)O3)=[CH:42][CH:41]=2)[CH2:39][CH2:38]1)[CH3:33]>>[CH2:32]([O:34][C:35](=[O:55])[CH2:36][C:37]1([C:40]2[CH:45]=[CH:44][C:43]([C:2]3[CH:3]=[CH:4][C:5]([C:8]4[O:12][N:11]=[C:10]([CH3:13])[C:9]=4[CH:14]([OH:31])[CH2:15]/[CH:16]=[CH:17]/[C:18]4[CH:19]=[CH:20][C:21]([O:24][C:25]5[CH:26]=[CH:27][CH:28]=[CH:29][CH:30]=5)=[CH:22][CH:23]=4)=[CH:6][CH:7]=3)=[CH:42][CH:41]=2)[CH2:39][CH2:38]1)[CH3:33]. Starting materials: BrC1=CC=C(C=C1)C1=C(C(=NO1)C)C(C\C=C\C1=CC=C(C=C1)OC1=CC=CC=C1)O ((E)-1-[5-(4-bromo-phenyl)-3-methyl-isoxazol-4-yl]-4-(4-phenoxy-phenyl)-but-3-en-1-ol), C(C)OC(CC1(CC1)C1=CC=C(C=C1)B1OC(C(O1)(C)C)(C)C)=O ({1-[4-(4,4,5,5-tetramethyl-[1,3,2]dioxaborolan-2-yl)-phenyl]-cyclopropyl}-acetic acid ethyl ester). Reactants: COC(CCC1=C(C=C(C=C1)OC1=CC(=CC=C1)Br)C)=O (3-[4-(3-bromo-phenoxy)-2-methyl-phenyl]-propionic acid methyl ester), ClC1=CC(=C(C=C1)O)OC1=C(C=CC=C1)F (4-chloro-2-(2-fluoro-phenoxy)-phenol), CC(C)(C(CC(C(C)(C)C)=O)=O)C (2,2,6,6-tetramethyl-3,5-heptanedione), C([O-])([O-])=O.[Cs+].[Cs+] (cesium carbonate). Reagents/catalysts: [Cu]Cl (copper(I) chloride). Solvent: CN1CCCC1=O (NMP). Conditions: time 8 hour. Product: COC(CCC1=C(C=C(C=C1)OC1=CC(=CC=C1)OC1=C(C=C(C=C1)Cl)OC1=C(C=CC=C1)F)C)=O (3-(4-{3-[4-Chloro-2-(2-fluoro-phenoxy)-phenoxy]-phenoxy}-2-methyl-phenyl)-propionic acid methyl ester). Isolated yield 10.9%. Reaction SMILES: [CH3:1][O:2][C:3](=[O:21])[CH2:4][CH2:5][C:6]1[CH:11]=[CH:10][C:9]([O:12][C:13]2[CH:18]=[CH:17][CH:16]=[C:15](Br)[CH:14]=2)=[CH:8][C:7]=1[CH3:20].[Cl:22][C:23]1[CH:28]=[CH:27][C:26]([OH:29])=[C:25]([O:30][C:31]2[CH:36]=[CH:35][CH:34]=[CH:33][C:32]=2[F:37])[CH:24]=1.CC(C)(C(=O)CC(=O)C(C)(C)C)C.C(=O)([O-])[O-].[Cs+].[Cs+]>CN1C(=O)CCC1.[Cu]Cl>[CH3:1][O:2][C:3](=[O:21])[CH2:4][CH2:5][C:6]1[CH:11]=[CH:10][C:9]([O:12][C:13]2[CH:18]=[CH:17][CH:16]=[C:15]([O:29][C:26]3[CH:27]=[CH:28][C:23]([Cl:22])=[CH:24][C:25]=3[O:30][C:31]3[CH:36]=[CH:35][CH:34]=[CH:33][C:32]=3[F:37])[CH:14]=2)=[CH:8][C:7]=1[CH3:20] |f:3.4.5|. Reported procedure: A solution of 3-[4-(3-bromo-phenoxy)-2-methyl-phenyl]-propionic acid methyl ester (0.66 g, 2 mmol), 4-chloro-2-(2-fluoro-phenoxy)-phenol (0.3 g, 1.3 mmol), copper(I) chloride (0.06 g, 0.6 mmol), 2,2,6,6-tetramethyl-3,5-heptanedione (0.06 mL, 0.3 mmol), and cesium carbonate (0.82 g, 2.5 mmol) in NMP (10 mL) is heated to 120° C. The reaction is stirred overnight, and then is cooled to room temperature. The reaction is then quenched with 1N aqueous hydrochloric acid and extracted with ethyl ether. ... The reactants are O=S(=O)([O-])CCBr, [Na+], O, c1ccc(N2CCNCC2)cc1. The product is O=S(=O)(O)CCN1CCN(c2ccccc2)CC1. As a reaction SMILES: [Br:13][CH2:14][CH2:15][S:16](=[O:17])(=[O:18])[O-:19].[Na+:20].[OH2:21].[c:1]1([N:7]2[CH2:8][CH2:9][NH:10][CH2:11][CH2:12]2)[cH:2][cH:3][cH:4][cH:5][cH:6]1>>[c:1]1([N:7]2[CH2:8][CH2:9][N:10]([CH2:14][CH2:15][S:16](=[O:17])(=[O:18])[OH:19])[CH2:11][CH2:12]2)[cH:2][cH:3][cH:4][cH:5][cH:6]1. Reactants: Cc1noc(C)c1Cn1cc(N2C(=O)CNC2=O)cn1, CS(C)=O, OCc1ccc2c(c1)OCO2. Product: Cc1noc(C)c1Cn1cc(N2C(=O)CN(Cc3ccc4c(c3)OCO4)C2=O)cn1. RXN SMILES: [CH3:1][c:2]1[n:3][o:4][c:5]([CH3:20])[c:6]1[CH2:7][n:8]1[n:9][cH:10][c:11]([N:13]2[C:14](=[O:19])[NH:15][CH2:16][C:17]2=[O:18])[cH:12]1.[CH3:32][S:33]([CH3:34])=[O:35].[O:21]1[CH2:22][O:23][c:24]2[c:25]1[cH:26][cH:27][c:28]([CH2:30][OH:31])[cH:29]2>>[CH3:1][c:2]1[n:3][o:4][c:5]([CH3:20])[c:6]1[CH2:7][n:8]1[n:9][cH:10][c:11]([N:13]2[C:14](=[O:19])[N:15]([CH2:30][c:28]3[cH:27][cH:26][c:25]4[c:24]([cH:29]3)[O:23][CH2:22][O:21]4)[CH2:16][C:17]2=[O:18])[cH:12]1.